describe an organic reaction: reactants, conditions, products, and yield From a dataset of the Open Reaction Database (ORD), a public repository of structured organic reaction records. Starting materials: CC(C)C=O, Clc1ccc(CBr)cc1, I, [Mg]. Yields the product CC(C)C(O)Cc1ccc(Cl)cc1. RXN SMILES: [CH:12]([CH:13]([CH3:14])[CH3:15])=[O:16].[Cl:3][c:4]1[cH:5][cH:6][c:7]([CH2:8][Br:9])[cH:10][cH:11]1.[I:2].[Mg:1]>>[Cl:3][c:4]1[cH:5][cH:6][c:7]([CH2:8][CH:12]([CH:13]([CH3:14])[CH3:15])[OH:16])[cH:10][cH:11]1. Starting materials: C(C)C(CC)(C1=CC(=C(C=C1)C#CC(C(C)(C)C)O)C)C1=CC(=C(C=C1)O)C (4-{1-ethyl-1-[4-(3-hydroxy-4,4-dimethyl-1-pentynyl)-3-methyl-phenyl]-propyl}-2-methyl-phenol), [H][H] (hydrogen). Reagents/catalysts: [Pd] (Pd—C). Solvent: C(C)(=O)OCC (ethyl acetate). The product is C(C)C(CC)(C1=CC(=C(C=C1)CCC(C(C)(C)C)O)C)C1=CC(=C(C=C1)O)C (4-{1-ethyl-1-[4-(3-hydroxy-4,4-dimethyl-pentyl)-3-methyl-phenyl]-propyl}-2-methyl-phenol). Yield: 98.0%. Reaction SMILES: [CH2:1]([C:3]([C:21]1[CH:26]=[CH:25][C:24]([OH:27])=[C:23]([CH3:28])[CH:22]=1)([C:6]1[CH:11]=[CH:10][C:9]([C:12]#[C:13][CH:14]([OH:19])[C:15]([CH3:18])([CH3:17])[CH3:16])=[C:8]([CH3:20])[CH:7]=1)[CH2:4][CH3:5])[CH3:2].[H][H]>C(OCC)(=O)C.[Pd]>[CH2:1]([C:3]([C:21]1[CH:26]=[CH:25][C:24]([OH:27])=[C:23]([CH3:28])[CH:22]=1)([C:6]1[CH:11]=[CH:10][C:9]([CH2:12][CH2:13][CH:14]([OH:19])[C:15]([CH3:17])([CH3:18])[CH3:16])=[C:8]([CH3:20])[CH:7]=1)[CH2:4][CH3:5])[CH3:2]. Procedure details: 10% Pd—C (0.1 g) was added to a solution of 4-{1-ethyl-1-[4-(3-hydroxy-4,4-dimethyl-1-pentynyl)-3-methyl-phenyl]-propyl}-2-methyl-phenol (Example 3-(2), Enantiomer B; 725 mg, 1.92 mmol) in ethyl acetate (10 mL), and the mixture was stirred in a hydrogen atmosphere for 40 minutes. The reaction mixture was filtered and then concentrated under reduced pressure to give the title compound (720 mg, 98%). The reactants are OCCOCC(C(=O)C1=CC=C(CC=2C=NC=CC2)C=C1)C (3-[p-[3-(2-hydroxyethyl)oxy-2-methylpropionyl]benzyl]pyridine), B.[Na] (sodium boron hydride), Cl (hydrochloric acid). Run in C(C)O (ethanol). Product: OC(C(COCCO)C)C1=CC=C(CC=2C=NC=CC2)C=C1 (3-[p-[1-hydroxy-3-(2-hydroxyethyl)oxy-2-methylpropyl]benzyl]pyridine). Isolated yield 92.5%. Reaction SMILES: [OH:1][CH2:2][CH2:3][O:4][CH2:5][CH:6]([CH3:22])[C:7]([C:9]1[CH:21]=[CH:20][C:12]([CH2:13][C:14]2[CH:15]=[N:16][CH:17]=[CH:18][CH:19]=2)=[CH:11][CH:10]=1)=[O:8].B.[Na].Cl>C(O)C>[OH:8][CH:7]([C:9]1[CH:10]=[CH:11][C:12]([CH2:13][C:14]2[CH:15]=[N:16][CH:17]=[CH:18][CH:19]=2)=[CH:20][CH:21]=1)[CH:6]([CH3:22])[CH2:5][O:4][CH2:3][CH2:2][OH:1] |f:1.2,^1:23|. Procedure details: In 22.5 ml of ethanol was dissolved 4.51 g of 3-[p-[3-(2-hydroxyethyl)oxy-2-methylpropionyl]benzyl]pyridine, and 286 mg of sodium boron hydride was added in small portions to the resulting solution with ice-cooling, after which the resulting mixture was subjected to reaction at the same temperature for one hour. The solvent was removed by distillation under reduced pressure, and 22.5 ml of water and 22.5 ml of ethyl acetate were added to the residue thus obtained, after which the pH thereof was ...